This data is from the Open Reaction Database (ORD), a public repository of structured organic reaction records. The task is: describe an organic reaction: reactants, conditions, products, and yield Reactants: CCOC(=O)CCCBr, O=C([O-])[O-], CCc1c(B2OC(C)(C)C(C)(C)O2)cccc1C1CCNCC1, CCOC(C)=O, CN(C)C=O, [K+], [K+]. Yields the product CCOC(=O)CCCN1CCC(c2cccc(B3OC(C)(C)C(C)(C)O3)c2CC)CC1. As a reaction SMILES: [Br:24][CH2:25][CH2:26][CH2:27][C:28](=[O:29])[O:30][CH2:31][CH3:32].[C:33](=[O:34])([O-:35])[O-:36].[CH2:1]([CH3:2])[c:3]1[c:4]([CH:18]2[CH2:19][CH2:20][NH:21][CH2:22][CH2:23]2)[cH:5][cH:6][cH:7][c:8]1[B:9]1[O:10][C:11]([CH3:16])([CH3:17])[C:12]([CH3:14])([CH3:15])[O:13]1.[CH3:39][CH2:40][O:41][C:42](=[O:43])[CH3:44].[CH3:45][N:46]([CH3:47])[CH:48]=[O:49].[K+:37].[K+:38]>>[CH2:1]([CH3:2])[c:3]1[c:4]([CH:18]2[CH2:19][CH2:20][N:21]([CH2:25][CH2:26][CH2:27][C:28](=[O:29])[O:30][CH2:31][CH3:32])[CH2:22][CH2:23]2)[cH:5][cH:6][cH:7][c:8]1[B:9]1[O:10][C:11]([CH3:16])([CH3:17])[C:12]([CH3:14])([CH3:15])[O:13]1. Reactants: CC(c1ccccc1)N1CCC(C2(NC(=O)OC(C)(C)C)CC2)C1, O=C(Cl)OCc1ccccc1, ClCCl. Yields the product CC(C)(C)OC(=O)NC1(C2CCN(C(=O)OCc3ccccc3)C2)CC1. As a reaction SMILES: [C:1]([CH3:2])([CH3:3])([CH3:4])[O:5][C:6](=[O:7])[NH:8][C:9]1([CH:12]2[CH2:13][N:14]([CH:17]([c:18]3[cH:19][cH:20][cH:21][cH:22][cH:23]3)[CH3:24])[CH2:15][CH2:16]2)[CH2:10][CH2:11]1.[CH2:25]([c:26]1[cH:27][cH:28][cH:29][cH:30][cH:31]1)[O:32][C:33](=[O:34])[Cl:35].[Cl:36][CH2:37][Cl:38]>>[C:1]([CH3:2])([CH3:3])([CH3:4])[O:5][C:6](=[O:7])[NH:8][C:9]1([CH:12]2[CH2:13][N:14]([C:33]([O:32][CH2:25][c:26]3[cH:27][cH:28][cH:29][cH:30][cH:31]3)=[O:34])[CH2:15][CH2:16]2)[CH2:10][CH2:11]1. Reactants: anhydride, CC1(CCOC2=CC=C(C=C12)/C(=C/C1=CC=C(C(=O)O)C=C1)/C)C (4-[(E)-2-(4,4-dimethyl-6-chromanyl)-2-methylvinyl]benzoic acid), C(CC)N (n-propylamine). Procedure: A 15 ml aliquot of the chloroform solution of the mixed anhydride of 4-[(E)-2-(4,4-dimethyl-6-chromanyl)-2-methylvinyl]benzoic acid from Preparation 13 was added to a solution of 0.1 g (1.71 mmole) of n-propylamine in ca. 25 ml of chloroform at 0° C. The reaction mixture was filtered and then it was extracted twice with 1N hydrochloric acid. The resulting chloroform solution was dried (MgSO4) and evaporated in vacuo to give an oily solid. This solid was dissolved in diethyl ether and 2N sodium h... As a reaction SMILES: [CH3:1][C:2]1([CH3:24])[C:11]2[C:6](=[CH:7][CH:8]=[C:9](/[C:12](/[CH3:23])=[CH:13]/[C:14]3[CH:22]=[CH:21][C:17]([C:18](O)=[O:19])=[CH:16][CH:15]=3)[CH:10]=2)[O:5][CH2:4][CH2:3]1.[CH2:25]([NH2:28])[CH2:26][CH3:27]>C(Cl)(Cl)Cl.C(OCC)C.[OH-].[Na+]>[CH2:25]([NH:28][C:18](=[O:19])[C:17]1[CH:21]=[CH:22][C:14](/[CH:13]=[C:12](/[C:9]2[CH:10]=[C:11]3[C:6](=[CH:7][CH:8]=2)[O:5][CH2:4][CH2:3][C:2]3([CH3:24])[CH3:1])\[CH3:23])=[CH:15][CH:16]=1)[CH2:26][CH3:27] |f:4.5|. Run in C(Cl)(Cl)Cl (chloroform), C(C)OCC (diethyl ether), C(Cl)(Cl)Cl (chloroform), [OH-].[Na+] (sodium hydroxide). Product: C(CC)NC(C1=CC=C(C=C1)\C=C(/C)\C=1C=C2C(CCOC2=CC1)(C)C)=O (N-n-Propyl-4-[(E)-2-(4,4-dimethyl-6-chromanyl)-2-methylvinyl]benzamide). Product: C(C1=CC=CC=C1)N(OCN(C)C)CC1=CC=CC=C1 ([N,N-Dibenzylaminoxymethyl]dimethylamine). Reaction SMILES: [CH2:1]([N:8]([CH2:10][C:11]1[CH:16]=[CH:15][CH:14]=[CH:13][CH:12]=1)[OH:9])[C:2]1[CH:7]=[CH:6][CH:5]=[CH:4][CH:3]=1.[C:17](=O)([O-])[O-].[Na+].[Na+].[I-].C[CH:25]=[N+:26]=[CH:27]C>C(Cl)Cl>[CH2:10]([N:8]([CH2:1][C:2]1[CH:3]=[CH:4][CH:5]=[CH:6][CH:7]=1)[O:9][CH2:25][N:26]([CH3:27])[CH3:17])[C:11]1[CH:16]=[CH:15][CH:14]=[CH:13][CH:12]=1 |f:1.2.3,4.5|. Solvent: C(Cl)Cl (methylene chloride). Reactants: C(C1=CC=CC=C1)N(O)CC1=CC=CC=C1 (dibenzylhydroxylamine), C([O-])([O-])=O.[Na+].[Na+] (sodium carbonate), [I-].CC=[N+]=CC (N,N-dimethylmethyleneammoniumiodide). Reaction conditions: time 48 hour. Procedure: A mixture of 4.86 g of dibenzylhydroxylamine, 2.42 g of anhydrous sodium carbonate and 4.22 g of N,N-dimethylmethyleneammoniumiodide in 50 ml of methylene chloride is stirred at room temperature under N2 for 48 hrs. After removal of the insoluble inorganic residue by filtration, the solution is concentrated under reduced pressure. The resulting residue is treated with heptane to extract the product. Removal of the combined heptane extracts affords the product as a thick oil. Starting materials: ClC=1C=CC(=C(C1)C1=CC(N(C=C1OC)C(C(=O)O)CCOC)=O)C#N (2-[4-(5-chloro-2-cyanophenyl)-5-methoxy-2-oxopyridin-1(2H)-yl]-4-methoxybutanoic acid), NC1=CC=C2C=C(NC2=C1)C(=O)OCC (ethyl 6-amino-1H-indole-2-carboxylate), CC(N=C=NC(C)C)C (DIC). The solvent is CN(C=O)C (dimethylformamide). The product is ClC=1C=CC(=C(C1)C1=CC(N(C=C1OC)C(C(=O)NC1=CC=C2C=C(NC2=C1)C(=O)OCC)CCOC)=O)C#N (Ethyl 6-({2-[4-(5-chloro-2-cyanophenyl)-5-methoxy-2-oxopyridin-1(2H)-yl]-4-methoxybutanoyl}amino)-1H-indole-2-carboxylate). Reaction SMILES: [Cl:1][C:2]1[CH:3]=[CH:4][C:5]([C:25]#[N:26])=[C:6]([C:8]2[C:13]([O:14][CH3:15])=[CH:12][N:11]([CH:16]([CH2:20][CH2:21][O:22][CH3:23])[C:17](O)=[O:18])[C:10](=[O:24])[CH:9]=2)[CH:7]=1.[NH2:27][C:28]1[CH:36]=[C:35]2[C:31]([CH:32]=[C:33]([C:37]([O:39][CH2:40][CH3:41])=[O:38])[NH:34]2)=[CH:30][CH:29]=1.CC(C)N=C=NC(C)C>CN(C)C=O>[Cl:1][C:2]1[CH:3]=[CH:4][C:5]([C:25]#[N:26])=[C:6]([C:8]2[C:13]([O:14][CH3:15])=[CH:12][N:11]([CH:16]([CH2:20][CH2:21][O:22][CH3:23])[C:17]([NH:27][C:28]3[CH:36]=[C:35]4[C:31]([CH:32]=[C:33]([C:37]([O:39][CH2:40][CH3:41])=[O:38])[NH:34]4)=[CH:30][CH:29]=3)=[O:18])[C:10](=[O:24])[CH:9]=2)[CH:7]=1. Procedure: 100 mg (265 μmol) of 2-[4-(5-chloro-2-cyanophenyl)-5-methoxy-2-oxopyridin-1(2H)-yl]-4-methoxybutanoic acid (racemate), 54.2 mg (265 μmol, 1.0 eq.) of ethyl 6-amino-1H-indole-2-carboxylate, 37.7 mg (265 μmol) of Oxima and 41.4 μl (265 μmol) of DIC in 5.5 ml of dimethylformamide were reacted according to General Method 5B. The crude product was purified by preparative HPLC (column: Chromatorex 125 mm×30 mm, 10 μm, mobile phase: water/0.1% formic acid and acetonitrile/0.1% formic acid, gradient 10%...